Dataset: the Open Reaction Database (ORD), a public repository of structured organic reaction records. Task: describe an organic reaction: reactants, conditions, products, and yield Reactants: C(C)(C)(C)OC(=O)NCCCCCC(=O)OC=1C=C2C(=CNC2=CC1)CCNC1=C2N=CN(C2=NC(=N1)C=1C2=C(SC1)C=CC=C2)C(C)C (3-(2-(2-(benzo[b]thiophen-3-yl)-9-isopropyl-9H-purin-6-ylamino)ethyl)-1H-indol-5-yl 6-(tert-butoxycarbonylamino)hexanoate), C(=O)(C(F)(F)F)O (TFA). Solvent: C(Cl)Cl (DCM). Run at time 3 hour. Product: NCCCCCC(=O)OC=1C=C2C(=CNC2=CC1)CCNC1=C2N=CN(C2=NC(=N1)C=1C2=C(SC1)C=CC=C2)C(C)C (3-(2-(2-(benzo[b]thiophen-3-yl)-9-isopropyl-9H-purin-6-ylamino)ethyl)-1H-indol-5-yl 6-aminohexanoate). RXN SMILES: C(OC([NH:8][CH2:9][CH2:10][CH2:11][CH2:12][CH2:13][C:14]([O:16][C:17]1[CH:18]=[C:19]2[C:23](=[CH:24][CH:25]=1)[NH:22][CH:21]=[C:20]2[CH2:26][CH2:27][NH:28][C:29]1[N:37]=[C:36]([C:38]2[C:39]3[CH:46]=[CH:45][CH:44]=[CH:43][C:40]=3[S:41][CH:42]=2)[N:35]=[C:34]2[C:30]=1[N:31]=[CH:32][N:33]2[CH:47]([CH3:49])[CH3:48])=[O:15])=O)(C)(C)C.C(O)(C(F)(F)F)=O>C(Cl)Cl>[NH2:8][CH2:9][CH2:10][CH2:11][CH2:12][CH2:13][C:14]([O:16][C:17]1[CH:18]=[C:19]2[C:23](=[CH:24][CH:25]=1)[NH:22][CH:21]=[C:20]2[CH2:26][CH2:27][NH:28][C:29]1[N:37]=[C:36]([C:38]2[C:39]3[CH:46]=[CH:45][CH:44]=[CH:43][C:40]=3[S:41][CH:42]=2)[N:35]=[C:34]2[C:30]=1[N:31]=[CH:32][N:33]2[CH:47]([CH3:49])[CH3:48])=[O:15]. Procedure details: To a solution of 3-(2-(2-(benzo[b]thiophen-3-yl)-9-isopropyl-9H-purin-6-ylamino)ethyl)-1H-indol-5-yl 6-(tert-butoxycarbonylamino)hexanoate (a) (80 mg, 0.117 mmol) in DCM (20 ml) was added TFA (5 ml). The reaction was stirred at rt for 3 hr. It was concentrated. Aqueous sodium carbonate solution was added and the mixture was extracted with DCM. The organic fractions were combined, dried over sodium sulfate, and concentrated to afford the product as an oil. MS m/z 582.2 (M+1). The product is NC(=S)N(Cc1ccc(C(=O)O)cc1)c1ccc(Cl)cc1. RXN SMILES: [Cl:1][c:2]1[cH:3][cH:4][c:5]([NH:8][CH2:9][c:10]2[cH:11][cH:12][c:13]([C:14](=[O:15])[OH:16])[cH:17][cH:18]2)[cH:6][cH:7]1.[ClH:23].[K+:19].[S-:20][C:21]#[N:22]>>[Cl:1][c:2]1[cH:3][cH:4][c:5]([N:8]([CH2:9][c:10]2[cH:11][cH:12][c:13]([C:14](=[O:15])[OH:16])[cH:17][cH:18]2)[C:21](=[S:20])[NH2:22])[cH:6][cH:7]1. Starting materials: O=C(O)c1ccc(CNc2ccc(Cl)cc2)cc1, Cl, [K+], N#C[S-]. The reactants are IC (iodomethane), ClC1=C(N)C=C(C=C1)[N+](=O)[O-] (2-chloro-5-nitroaniline), [H-].[Na+] (sodium hydride). The solvent is O1CCCC1 (tetrahydrofuran), O1CCCC1 (tetrahydrofuran), O1CCCC1 (tetrahydrofuran). Run at time 20 hour. Product: ClC1=C(C=C(C=C1)[N+](=O)[O-])NC ((2-chloro-5-nitro-phenyl)-methyl-amine). Isolated yield 33.3%. As a reaction SMILES: [H-].[Na+].[Cl:3][C:4]1[CH:10]=[CH:9][C:8]([N+:11]([O-:13])=[O:12])=[CH:7][C:5]=1[NH2:6].I[CH3:15]>O1CCCC1>[Cl:3][C:4]1[CH:10]=[CH:9][C:8]([N+:11]([O-:13])=[O:12])=[CH:7][C:5]=1[NH:6][CH3:15] |f:0.1|. Reported procedure: To a suspension of sodium hydride (60% in oil, 1.2 g, 30 mmol) in tetrahydrofuran (100 ml), cooled in an ice bath, was added slowly a solution of 2-chloro-5-nitroaniline (5 g, 29 mmol) in tetrahydrofuran (10 ml) followed by a solution of iodomethane (1.8 ml, 29 mmol) in tetrahydrofuran (10 ml). After stirring at room temperature for 20 hours, the mixture was concentrated under reduced pressure and the residue was partitioned between dichloromethane (100 ml) and water (100 ml). The organic layer ... The reactants are Cc1oc(-c2ccc3ccccc3c2)nc1C[P+](c1ccccc1)(c1ccccc1)c1ccccc1, COC(=O)c1ccc(C=O)cc1, [Cl-], [H-], [Na+], CN(C)C=O. The product is COC(=O)c1ccc(C=Cc2nc(-c3ccc4ccccc4c3)oc2C)cc1. As a reaction SMILES: [CH3:2][c:3]1[c:4]([CH2:18][P+:19]([c:20]2[cH:21][cH:22][cH:23][cH:24][cH:25]2)([c:26]2[cH:27][cH:28][cH:29][cH:30][cH:31]2)[c:32]2[cH:33][cH:34][cH:35][cH:36][cH:37]2)[n:5][c:6](-[c:8]2[cH:9][c:10]3[cH:11][cH:12][cH:13][cH:14][c:15]3[cH:16][cH:17]2)[o:7]1.[CH:40](=[O:41])[c:42]1[cH:43][cH:44][c:45]([C:46](=[O:47])[O:48][CH3:49])[cH:50][cH:51]1.[Cl-:1].[H-:38].[Na+:39].[O:52]=[CH:53][N:54]([CH3:55])[CH3:56]>>[CH3:2][c:3]1[c:4]([CH:18]=[CH:40][c:42]2[cH:43][cH:44][c:45]([C:46](=[O:47])[O:48][CH3:49])[cH:50][cH:51]2)[n:5][c:6](-[c:8]2[cH:9][c:10]3[cH:11][cH:12][cH:13][cH:14][c:15]3[cH:16][cH:17]2)[o:7]1. The reactants are CC(C)(C)[Si](OCCc1ccc([N+](=O)[O-])cc1)(c1ccccc1)c1ccccc1, CO. Product: CC(C)(C)[Si](OCCc1ccc(N)cc1)(c1ccccc1)c1ccccc1. As a reaction SMILES: [C:1]([CH3:2])([CH3:3])([CH3:4])[Si:5]([O:6][CH2:7][CH2:8][c:9]1[cH:10][cH:11][c:12]([N+:15]([O-:16])=[O:17])[cH:13][cH:14]1)([c:18]1[cH:19][cH:20][cH:21][cH:22][cH:23]1)[c:24]1[cH:25][cH:26][cH:27][cH:28][cH:29]1.[CH3:30][OH:31]>>[C:1]([CH3:2])([CH3:3])([CH3:4])[Si:5]([O:6][CH2:7][CH2:8][c:9]1[cH:10][cH:11][c:12]([NH2:15])[cH:13][cH:14]1)([c:18]1[cH:19][cH:20][cH:21][cH:22][cH:23]1)[c:24]1[cH:25][cH:26][cH:27][cH:28][cH:29]1. Reactants: C(#N)C=1C=C(C=CC1)B(O)O (3-cyanophenylboronic acid), ClC=1C=C(C=C(C1)Cl)NC(C(CC=C)C1=CC=C(C=C1)Br)=O (2-(4-bromophenyl)-pent-4-enoic acid (3,5-dichloro-phenyl)-amide), C(=O)([O-])[O-].[Na+].[Na+] (Na2CO3). The reagents and catalysts are C=1C=CC(=CC1)[P](C=2C=CC=CC2)(C=3C=CC=CC3)[Pd]([P](C=4C=CC=CC4)(C=5C=CC=CC5)C=6C=CC=CC6)([P](C=7C=CC=CC7)(C=8C=CC=CC8)C=9C=CC=CC9)[P](C=1C=CC=CC1)(C=1C=CC=CC1)C=1C=CC=CC1 (Pd(PPh3)4). Solvent: O (water), C1(=CC=CC=C1)C.CCO (toluene EtOH). Run at temperature 90 celsius. Yields the product ClC=1C=C(C=C(C1)Cl)NC(C(CC=C)C1=CC=C(C=C1)C1=CC(=CC=C1)C#N)=O (2-(3′-cyano-biphenyl-4-yl)-pent-4-enoic acid (3,5-dichloro-phenyl)-amide). Isolated yield 43.9%. Reaction SMILES: [Cl:1][C:2]1[CH:3]=[C:4]([NH:9][C:10](=[O:22])[CH:11]([C:15]2[CH:20]=[CH:19][C:18](Br)=[CH:17][CH:16]=2)[CH2:12][CH:13]=[CH2:14])[CH:5]=[C:6]([Cl:8])[CH:7]=1.[C:23]([C:25]1[CH:26]=[C:27](B(O)O)[CH:28]=[CH:29][CH:30]=1)#[N:24].C([O-])([O-])=O.[Na+].[Na+]>C1(C)C=CC=CC=1.CCO.O.C1C=CC([P]([Pd]([P](C2C=CC=CC=2)(C2C=CC=CC=2)C2C=CC=CC=2)([P](C2C=CC=CC=2)(C2C=CC=CC=2)C2C=CC=CC=2)[P](C2C=CC=CC=2)(C2C=CC=CC=2)C2C=CC=CC=2)(C2C=CC=CC=2)C2C=CC=CC=2)=CC=1>[Cl:1][C:2]1[CH:3]=[C:4]([NH:9][C:10](=[O:22])[CH:11]([C:15]2[CH:20]=[CH:19][C:18]([C:29]3[CH:28]=[CH:27][CH:26]=[C:25]([C:23]#[N:24])[CH:30]=3)=[CH:17][CH:16]=2)[CH2:12][CH:13]=[CH2:14])[CH:5]=[C:6]([Cl:8])[CH:7]=1 |f:2.3.4,5.6,^1:54,56,75,94|. Reported procedure: To an Argon-purged solution of 2-(4-bromophenyl)-pent-4-enoic acid (3,5-dichloro-phenyl)-amide (1.5 g, 3.7 mmol) in toluene/EtOH (2:1 v/v, 30 mL) was added 3-cyanophenylboronic acid (0.99 g, 6.7 mmol, 1.8 eq), Pd(PPh3)4 (160 mg, 0.44 mmol, 12%), and a solution of Na2CO3 (2.12 g, 20 mmol, 5.4 eq) in 10 mL of water. The reaction mixture was heated at 90° C. for 16 h. The mixture was partitioned between EtOAc (50 mL) and 10% NaHCO3 (50 mL) and the organic phase separated. The organic phase was wash... The product is Cc1c(Cl)c(O)nc2sc(C(=O)NC3CC3)c(N)c12. RXN SMILES: [CH3:21][S-:22].[CH:1]1([NH:4][C:5](=[O:6])[c:7]2[c:8]([NH2:20])[c:9]3[c:10]([n:11][c:12]([O:17][CH3:18])[c:13]([Cl:16])[c:14]3[CH3:15])[s:19]2)[CH2:2][CH2:3]1.[Na+:23].[O:24]=[CH:25][N:26]([CH3:27])[CH3:28]>>[CH:1]1([NH:4][C:5](=[O:6])[c:7]2[c:8]([NH2:20])[c:9]3[c:10]([n:11][c:12]([OH:17])[c:13]([Cl:16])[c:14]3[CH3:15])[s:19]2)[CH2:2][CH2:3]1. Starting materials: C[S-], COc1nc2sc(C(=O)NC3CC3)c(N)c2c(C)c1Cl, [Na+], CN(C)C=O.